Dataset: the Open Reaction Database (ORD), a public repository of structured organic reaction records. Task: describe an organic reaction: reactants, conditions, products, and yield Starting materials: C(=C)C(C1=CC=CC=C1)Cl (vinylbenzyl chloride), N (ammonia), C(C)(C)O (isopropanol), [Cl-].[NH4+] (ammonium chloride). The product is NCC1=CC=C(C=C)C=C1 (4-aminomethylstyrene). RXN SMILES: [CH:1]([CH:3](Cl)[C:4]1[CH:9]=CC=[CH:6][CH:5]=1)=C.[NH3:11].[Cl-].[NH4+].[CH:14](O)([CH3:16])[CH3:15]>>[NH2:11][CH2:15][C:14]1[CH:16]=[CH:9][C:4]([CH:3]=[CH2:1])=[CH:5][CH:6]=1 |f:2.3|. Reported procedure: To a 250 mL flask was added vinylbenzyl chloride (7.63 g, 0,050 mol), concentrated aqueous ammonia (9.8 mL), and isopropanol (40 mL). The mixture was stirred for one week, at which point a large quantity of crystalline material (ammonium chloride) had precipitated. The solid was filtered off and washed with isopropanol. The mother liquor was evaporated on a rotary evaporator until no ammonia odor could be detected. Isopropanol (50 mL) was then added, and the mixture refrigerated for several hour...